From a dataset of the Open Reaction Database (ORD), a public repository of structured organic reaction records. describe an organic reaction: reactants, conditions, products, and yield Reactants: CC1(C)CCc2c(-c3cc4ccc(NC(=O)OCc5ccccc5)cc4n3COCC[Si](C)(C)C)nn(COCC[Si](C)(C)C)c2C1, CI, CCOC(C)=O, CN(C)C=O, [H-], [Na+], O. Yields the product CN(C(=O)OCc1ccccc1)c1ccc2cc(-c3nn(COCC[Si](C)(C)C)c4c3CCC(C)(C)C4)n(COCC[Si](C)(C)C)c2c1. As a reaction SMILES: [CH3:1][C:2]1([CH3:47])[CH2:3][CH2:4][c:5]2[c:6](-[c:19]3[n:20]([CH2:39][O:40][CH2:41][CH2:42][Si:43]([CH3:44])([CH3:45])[CH3:46])[c:21]4[cH:22][c:23]([NH:28][C:29]([O:30][CH2:31][c:32]5[cH:33][cH:34][cH:35][cH:36][cH:37]5)=[O:38])[cH:24][cH:25][c:26]4[cH:27]3)[n:7][n:8]([CH2:11][O:12][CH2:13][CH2:14][Si:15]([CH3:16])([CH3:17])[CH3:18])[c:9]2[CH2:10]1.[CH3:50][I:51].[CH3:52][CH2:53][O:54][C:55](=[O:56])[CH3:57].[CH3:58][N:59]([CH3:60])[CH:61]=[O:62].[H-:48].[Na+:49].[OH2:63]>>[CH3:1][C:2]1([CH3:47])[CH2:3][CH2:4][c:5]2[c:6](-[c:19]3[n:20]([CH2:39][O:40][CH2:41][CH2:42][Si:43]([CH3:44])([CH3:45])[CH3:46])[c:21]4[cH:22][c:23]([N:28]([C:29]([O:30][CH2:31][c:32]5[cH:33][cH:34][cH:35][cH:36][cH:37]5)=[O:38])[CH3:52])[cH:24][cH:25][c:26]4[cH:27]3)[n:7][n:8]([CH2:11][O:12][CH2:13][CH2:14][Si:15]([CH3:16])([CH3:17])[CH3:18])[c:9]2[CH2:10]1. Yields the product C(=O)(O)CN(C(CN1CCN(CCN(CCN(CC1)CC(=O)O)CC(=O)O)CC(=O)O)CCCC1=CC=C(C=C1)[N+](=O)[O-])CC(=O)O (2,2′,2″-(10-(2-(bis(carboxymethyl)amino)-5-(4-nitrophenyl)pentyl)-1,4,7,10-tetraazacyclododecane-1,4,7-triyl)triacetic acid). The solvent is O1CCOCC1 (1,4-dioxane). Reaction SMILES: C([O:5][C:6](=[O:59])[CH2:7][N:8]([CH2:51][C:52](=[O:58])[O:53]C(C)(C)C)[CH:9]([CH2:39][CH2:40][CH2:41][C:42]1[CH:47]=[CH:46][C:45]([N+:48]([O-:50])=[O:49])=[CH:44][CH:43]=1)[CH2:10][N:11]1[CH2:22][CH2:21][N:20]([CH2:23][C:24]([O:26]C(C)(C)C)=[O:25])[CH2:19][CH2:18][N:17]([CH2:31][C:32]([O-:34])=[O:33])[CH2:16][CH2:15][N:14]([CH2:35][C:36]([O-:38])=[O:37])[CH2:13][CH2:12]1)(C)(C)C.Cl.CCOCC>O1CCOCC1>[C:52]([CH2:51][N:8]([CH2:7][C:6]([OH:59])=[O:5])[CH:9]([CH2:39][CH2:40][CH2:41][C:42]1[CH:47]=[CH:46][C:45]([N+:48]([O-:50])=[O:49])=[CH:44][CH:43]=1)[CH2:10][N:11]1[CH2:12][CH2:13][N:14]([CH2:35][C:36]([OH:38])=[O:37])[CH2:15][CH2:16][N:17]([CH2:31][C:32]([OH:34])=[O:33])[CH2:18][CH2:19][N:20]([CH2:23][C:24]([OH:26])=[O:25])[CH2:21][CH2:22]1)([OH:58])=[O:53]. Reaction conditions: time 22 hour. The reactants are C(C)(C)(C)OC(CN(C(CN1CCN(CCN(CCN(CC1)CC(=O)OC(C)(C)C)CC(=O)[O-])CC(=O)[O-])CCCC1=CC=C(C=C1)[N+](=O)[O-])CC(OC(C)(C)C)=O)=O (tert-butyl 2,2′,2″-(10-(2-(bis(2-tert-butoxy-2-oxoethyl)amino)-5-(4-nitrophenyl)pentyl)-1,4,7,10-tetraazacyclododecane-1,4,7-triyl)triacetate), Cl (HCl), CCOCC (ether). Reported procedure: Compound 10 (77.0 mg, 0.081 mmol) at 0-5° C. was treated dropwise with 4M HCl(g) in 1,4-dioxane (15 mL) over 20 min. The resulting mixture was allowed to warm to room temperature. After 22 h, ether (˜20 mL) was added and continued to stir for 10 min. The resulting mixture was capped and placed in the freezer for 1 h. The solid formed was filtered, washed with ether, and quickly dissolved in DI water. Evaporation of the aqueous solution gave an off-white solid 3p-2C-DEPA (68.0 mg, 97%). 1H NMR (D... The reactants are C(CC)(=O)C=1C=NC2=C(C=CC=C2C1Cl)OCCSC (3-propanoyl-4-chloro-8-(2-methylthioethoxy)quinoline), C(C)C1=C(N)C=CC=C1 (2-ethyl aniline). The solvent is C(C)#N (acetonitrile). Run at temperature 65 celsius, time 4 hour. The product is C(CC)(=O)C=1C=NC2=C(C=CC=C2C1NC1=C(C=CC=C1)CC)OCCSC (3-propanoyl-4-(2-ethylphenylamino)-8-(2-methylthioethoxy)quinoline). The yield is 29.8%. RXN SMILES: [C:1]([C:5]1[CH:6]=[N:7][C:8]2[C:13]([C:14]=1Cl)=[CH:12][CH:11]=[CH:10][C:9]=2[O:16][CH2:17][CH2:18][S:19][CH3:20])(=[O:4])[CH2:2][CH3:3].[CH2:21]([C:23]1[CH:29]=[CH:28][CH:27]=[CH:26][C:24]=1[NH2:25])[CH3:22]>C(#N)C>[C:1]([C:5]1[CH:6]=[N:7][C:8]2[C:13]([C:14]=1[NH:25][C:24]1[CH:26]=[CH:27][CH:28]=[CH:29][C:23]=1[CH2:21][CH3:22])=[CH:12][CH:11]=[CH:10][C:9]=2[O:16][CH2:17][CH2:18][S:19][CH3:20])(=[O:4])[CH2:2][CH3:3]. Procedure details: A mixture of 3-propanoyl-4-chloro-8-(2-methylthioethoxy)quinoline (0.093 g, 0.34 mmol) and 2-ethyl aniline (0.048 g, 0.39 mmol) in acetonitrile (1 ml) was heated to 65° C. and stirred 4.0 h. The solvent was evaporated and the residue was partitioned between methylene chloride and a saturated sodium bicarbonate solution. The organic layer was dried over sodium sulfate and evaporated. The residue was chromatographed (SiO2 ; ethyl acetate) yielding 40 mg (30%) of the desired product. Reactants: O(C1=CC=CC=C1)P(=O)(OC1=CC=CC=C1)OC=1N(CCOC1)C(=O)OC(C)(C)C (tert-butyl 5-((diphenoxyphosphoryl)oxy)-2H-1,4-oxazine-4(3H)-carboxylate), C(C)(C)(C)OC(=O)NC1=CC=C(C=N1)B(O)O (6-(tert-butoxycarbonylamino)pyridin-3-ylboronic acid). The product is C(C)(C)(C)OC(=O)NC1=CC=C(C=N1)C=1N(CCOC1)C(=O)OC(C)(C)C (tert-butyl 5-(6-((tert-butoxycarbonyl)amino)pyridin-3-yl)-2H-1,4-oxazine-4(3H)-carboxylate). Yield: 26.0%. As a reaction SMILES: O(P(O[C:18]1[N:19]([C:24]([O:26][C:27]([CH3:30])([CH3:29])[CH3:28])=[O:25])[CH2:20][CH2:21][O:22][CH:23]=1)(OC1C=CC=CC=1)=O)C1C=CC=CC=1.[C:31]([O:35][C:36]([NH:38][C:39]1[N:44]=[CH:43][C:42](B(O)O)=[CH:41][CH:40]=1)=[O:37])([CH3:34])([CH3:33])[CH3:32]>>[C:31]([O:35][C:36]([NH:38][C:39]1[N:44]=[CH:43][C:42]([C:18]2[N:19]([C:24]([O:26][C:27]([CH3:28])([CH3:29])[CH3:30])=[O:25])[CH2:20][CH2:21][O:22][CH:23]=2)=[CH:41][CH:40]=1)=[O:37])([CH3:34])([CH3:32])[CH3:33]. Procedure: This compound was prepared from tert-butyl 5-((diphenoxyphosphoryl)oxy)-2H-1,4-oxazine-4(3H)-carboxylate and 6-(tert-butoxycarbonylamino)pyridin-3-ylboronic acid using a procedure similar to that described in Example 2 (Steps 1-3a) above. The product was isolated as a white solid (26% yield); 1H-NMR (d6-DMSO) 1.10 (9H, s), 1.46 (9H, s), 3.69 (2H, t), 4.10 (2H, t), 6.43 (1H, s), 7.51-7.54 (1H, m), 7.73 (1H, m), 8.06 (1H, s), 9.75 (1H, s); 13C-NMR (d6-DMSO) 27.9, 28.3, 41.7, 66.8, 111.3, 132.3, 13... Starting materials: C(C)(=O)OI(C1=C(C=C(C=C1C)C)C)OC(C)=O (diacetoxy(2,4,6-trimethylphenyl)iodine (III)), F[B-](F)(F)F.C1(=CC=CC=C1)[I+]C1=CC=CC=C1 (Diphenyliodonium tetrafluoroborate), F[B-](F)(F)F.[Na+] (sodium fluoroborate), ClC1=CC=C(C=C1)B(O)O (4-Chlorophenylboronic acid). The solvent is C(Cl)Cl (methylene chloride), C(Cl)Cl (methylene chloride). Run at temperature 0 celsius, time 1.5 hour. Product: F[B-](F)(F)F.ClC1=CC=C(C=C1)[I+]C1=C(C=C(C=C1C)C)C ((4-Chlorophenyl)(2,4,6-trimethylphenyl)iodonium tetrafluoroborate). Yield: 93.5%. Reaction SMILES: [Cl:1][C:2]1[CH:7]=[CH:6][C:5](B(O)O)=[CH:4][CH:3]=1.C(O[I:15](OC(=O)C)[C:16]1[C:21]([CH3:22])=[CH:20][C:19]([CH3:23])=[CH:18][C:17]=1[CH3:24])(=O)C.[F:29][B-:30]([F:33])([F:32])[F:31].C1([I+]C2C=CC=CC=2)C=CC=CC=1.F[B-](F)(F)F.[Na+]>C(Cl)Cl>[F:29][B-:30]([F:33])([F:32])[F:31].[Cl:1][C:2]1[CH:7]=[CH:6][C:5]([I+:15][C:16]2[C:21]([CH3:22])=[CH:20][C:19]([CH3:23])=[CH:18][C:17]=2[CH3:24])=[CH:4][CH:3]=1 |f:2.3,4.5,7.8|. Reported procedure: 4-Chlorophenylboronic acid (3.0 g, 8.2 mmol), methylene chloride (82 ml) and boron trifluoride ethyl ether complex (1.29 g, 9.1 mmol) were charged and cooled to 0° C. A solution of diacetoxy(2,4,6-trimethylphenyl)iodine (III) (3.0 g, 8.2 mmol) synthesized in (i) in methylene chloride (82 ml) was added dropwise, and the reaction was carried out at 0° C. for 1.5 hours. A saturated aqueous solution of sodium fluoroborate (18.1 g, 164.8 mmol) was added dropwise, and the mixture was extracted with ad... Reactants: ClC1=NC=2N([C@@H](C(NC2C=N1)=O)C)C1CCCCC1 ((7R)-2-chloro-8-cyclohexyl-7-methyl-7,8-dihydropteridin-6(5H)-one), N1=CC(=CC=C1)B(O)O (pyridin-3-ylboronic acid). Yields the product ClC1=NC=2N([C@@H](C(N(C2C=N1)C=1C=NC=CC1)=O)C)C1CCCCC1 ((7R)-2-chloro-8-cyclohexyl-7-methyl-5-(pyridin-3-yl)-7,8-dihydropteridin-6(5H)-one). Reaction SMILES: [Cl:1][C:2]1[N:11]=[CH:10][C:9]2[NH:8][C:7](=[O:12])[C@@H:6]([CH3:13])[N:5]([CH:14]3[CH2:19][CH2:18][CH2:17][CH2:16][CH2:15]3)[C:4]=2[N:3]=1.[N:20]1[CH:25]=[CH:24][CH:23]=[C:22](B(O)O)[CH:21]=1>>[Cl:1][C:2]1[N:11]=[CH:10][C:9]2[N:8]([C:22]3[CH:21]=[N:20][CH:25]=[CH:24][CH:23]=3)[C:7](=[O:12])[C@@H:6]([CH3:13])[N:5]([CH:14]3[CH2:15][CH2:16][CH2:17][CH2:18][CH2:19]3)[C:4]=2[N:3]=1. Procedure details: (7R)-2-chloro-8-cyclohexyl-7-methyl-5-(pyridin-3-yl)-7,8-dihydropteridin-6(5H)-one was prepared from (7R)-2-chloro-8-cyclohexyl-7-methyl-7,8-dihydropteridin-6(5H)-one and pyridin-3-ylboronic acid, according to procedures similar to step d for the preparation of Example 18. Examples 304 was prepared according to procedures similar to the preparation of Example 303, using corresponding starting materials and intermediates. Reactants: BrC=1C=C(C=2N(C1)C=CN2)N (6-Bromo-imidazo[1,2-a]pyridin-8-ylamine), CC1=C(C=CC=C1B1OC(C(O1)(C)C)(C)C)NC(=O)N1CCCC1 (Pyrrolidine-1-carboxylic acid [2-methyl-3-(4,4,5,5-tetramethyl-[1,3,2]dioxaborolan-2-yl)-phenyl]-amide), C([O-])([O-])=O.[Na+].[Na+] (sodium carbonate), CO.C(Cl)Cl (MeOH CH2Cl2). The reagents and catalysts are C=1C=CC(=CC1)[P](C=2C=CC=CC2)(C=3C=CC=CC3)[Pd]([P](C=4C=CC=CC4)(C=5C=CC=CC5)C=6C=CC=CC6)([P](C=7C=CC=CC7)(C=8C=CC=CC8)C=9C=CC=CC9)[P](C=1C=CC=CC1)(C=1C=CC=CC1)C=1C=CC=CC1 (tetrakis(triphenylphosphine)palladium). Run in COCCOC (1,2-dimethoxyethane), O (water). Yields the product NC=1C=2N(C=C(C1)C=1C(=C(C=CC1)NC(=O)N1CCCC1)C)C=CN2 (Pyrrolidine-1-carboxylic acid [3-(8-amino-imidazo[1,2-a]pyridin-6-yl)-2-methyl-phenyl]-amide). Isolated yield 62.9%. Reaction SMILES: Br[C:2]1[CH:3]=[C:4]([NH2:11])[C:5]2[N:6]([CH:8]=[CH:9][N:10]=2)[CH:7]=1.[CH3:12][C:13]1[C:18](B2OC(C)(C)C(C)(C)O2)=[CH:17][CH:16]=[CH:15][C:14]=1[NH:28][C:29]([N:31]1[CH2:35][CH2:34][CH2:33][CH2:32]1)=[O:30].C(=O)([O-])[O-].[Na+].[Na+].CO.C(Cl)Cl>COCCOC.O.C1C=CC([P]([Pd]([P](C2C=CC=CC=2)(C2C=CC=CC=2)C2C=CC=CC=2)([P](C2C=CC=CC=2)(C2C=CC=CC=2)C2C=CC=CC=2)[P](C2C=CC=CC=2)(C2C=CC=CC=2)C2C=CC=CC=2)(C2C=CC=CC=2)C2C=CC=CC=2)=CC=1>[NH2:11][C:4]1[C:5]2[N:6]([CH:8]=[CH:9][N:10]=2)[CH:7]=[C:2]([C:18]2[C:13]([CH3:12])=[C:14]([NH:28][C:29]([N:31]3[CH2:35][CH2:34][CH2:33][CH2:32]3)=[O:30])[CH:15]=[CH:16][CH:17]=2)[CH:3]=1 |f:2.3.4,5.6,^1:57,59,78,97|. Reported procedure: The mixture of 105 mg (0.493 mmol) of 6-Bromo-imidazo[1,2-a]pyridin-8-ylamine, 195 mg (0.591 mmol) of Pyrrolidine-1-carboxylic acid [2-methyl-3-(4,4,5,5-tetramethyl-[1,3,2]dioxaborolan-2-yl)-phenyl]-amide, 157 mg (1.48 mmol) of sodium carbonate, and 57 mg (0.049 mmol) of tetrakis(triphenylphosphine)palladium in 5 mL of 1,2-dimethoxyethane and 2.5 mL of water was heated at 110 C for 30 minutes using microwave. The mixture was partitioned between 50 mL of ethyl acetate and 10 mL of water. The orga... Reactants: FC(C(=O)NC1=CC(=CC(=C1)C(F)(F)F)CCCO)(F)F (2,2,2-Trifluoro-N-[3-(3-hydroxypropyl)-5-(trifluoromethyl)phenyl]acetamide), NC1=CC=CC=C1 (aniline), CC(=O)OI1(C=2C=CC=CC2C(=O)O1)(OC(=O)C)OC(=O)C (Dess-Martin periodinane). The solvent is ClCCl (dichloromethane). Conditions: time 14 hour. The product is FC(C(=O)NC1=CC(=CC(=C1)C(F)(F)F)CCC=O)(F)F (2,2,2-trifluoro-N-[3-(3-oxopropyl)-5-(trifluoromethyl)phenyl]acetamide). Yield: 42.0%. As a reaction SMILES: [F:1][C:2]([F:21])([F:20])[C:3]([NH:5][C:6]1[CH:11]=[C:10]([C:12]([F:15])([F:14])[F:13])[CH:9]=[C:8]([CH2:16][CH2:17][CH2:18][OH:19])[CH:7]=1)=[O:4].NC1C=CC=CC=1.CC(OI1(OC(C)=O)(OC(C)=O)OC(=O)C2C=CC=CC1=2)=O>ClCCl>[F:1][C:2]([F:20])([F:21])[C:3]([NH:5][C:6]1[CH:11]=[C:10]([C:12]([F:13])([F:15])[F:14])[CH:9]=[C:8]([CH2:16][CH2:17][CH:18]=[O:19])[CH:7]=1)=[O:4]. Reported procedure: 2,2,2-Trifluoro-N-[3-(3-hydroxypropyl)-5-(trifluoromethyl)phenyl]acetamide (240 mg, 0.76 mmol) prepared by a method similar to that in the above “intermediate aniline: Synthesis 6” was dissolved in dichloromethane (5 mL), and Dess-Martin periodinane (355 mg, 0.84 mmol) was added thereto under ice-cooling. The resulting mixture was stirred under nitrogen atmosphere at room temperature for 14 hours. The reaction solution was partitioned between a saturated sodium bicarbonate solution (30 mL) and e...